The task is: describe an organic reaction: reactants, conditions, products, and yield. This data is from the Open Reaction Database (ORD), a public repository of structured organic reaction records. Reactants: CN(C)CC1=CC=C(O1)CO (5-(dimethylamino)methyl-2-furanmethanol), C1CN1 (ethylene imine), CS(=O)(=O)O (methanesulphonic acid). Run in O1CCCC1 (tetrahydrofuran), O1CCCC1 (tetrahydrofuran). Conditions: time 18 hour. The product is bisoxalate, CN(C)CC1=CC=C(O1)COCCN (2-[[5-(dimethylamino)methyl-2-furanyl]methoxy]ethanamine). The yield is 2.5%. As a reaction SMILES: [CH3:1][N:2]([CH2:4][C:5]1[O:9][C:8]([CH2:10][OH:11])=[CH:7][CH:6]=1)[CH3:3].[CH2:12]1[NH:14][CH2:13]1.CS(O)(=O)=O>O1CCCC1>[CH3:3][N:2]([CH2:4][C:5]1[O:9][C:8]([CH2:10][O:11][CH2:12][CH2:13][NH2:14])=[CH:7][CH:6]=1)[CH3:1]. Procedure: To a solution of 5-(dimethylamino)methyl-2-furanmethanol (6.2 g) and ethylene imine (2.82 g) in dry tetrahydrofuran was added a solution of methanesulphonic acid (11.6 g) in tetrahydrofuran (40 ml). The solution was evaporated and the oily residue heated at 98°-100° for 10 mins. After 18 hr, 5N sodium hydroxide (60 ml) was added and the solution evaporated to dryness. Anhydrous sodium sulphate and ethyl acetate (150 ml) were added and after 2 hr the suspension was filtered, treated with decolour... As a reaction SMILES: [CH3:40][N:41]([CH3:42])[CH:43]=[O:44].[Cl:18][CH2:19][c:20]1[cH:21][cH:22][c:23]([O:26][CH2:27][c:28]2[n:29][c:30](-[c:34]3[cH:35][cH:36][cH:37][cH:38][cH:39]3)[o:31][c:32]2[CH3:33])[n:24][cH:25]1.[H-:1].[Na+:2].[OH2:45].[c:3]1(-[c:9]2[c:10]([C:14](=[O:15])[O:16][CH3:17])[cH:11][nH:12][cH:13]2)[cH:4][cH:5][cH:6][cH:7][cH:8]1>>[c:3]1(-[c:9]2[c:10]([C:14](=[O:15])[O:16][CH3:17])[cH:11][n:12]([CH2:19][c:20]3[cH:21][cH:22][c:23]([O:26][CH2:27][c:28]4[n:29][c:30](-[c:34]5[cH:35][cH:36][cH:37][cH:38][cH:39]5)[o:31][c:32]4[CH3:33])[n:24][cH:25]3)[cH:13]2)[cH:4][cH:5][cH:6][cH:7][cH:8]1. Starting materials: CN(C)C=O, Cc1oc(-c2ccccc2)nc1COc1ccc(CCl)cn1, [H-], [Na+], O, COC(=O)c1c[nH]cc1-c1ccccc1. Product: COC(=O)c1cn(Cc2ccc(OCc3nc(-c4ccccc4)oc3C)nc2)cc1-c1ccccc1. The reactants are CO, [K+], [OH-], O, COCOc1cc(O)c(C(=O)OC)cc1C(C)C. Product: COCOc1cc(O)c(C(=O)O)cc1C(C)C. RXN SMILES: [CH3:21][OH:22].[K+:2].[OH-:1].[OH2:23].[OH:3][c:4]1[c:5]([C:6](=[O:7])[O:8][CH3:9])[cH:10][c:11]([CH:18]([CH3:19])[CH3:20])[c:12]([O:14][CH2:15][O:16][CH3:17])[cH:13]1>>[OH:3][c:4]1[c:5]([C:6](=[O:7])[OH:8])[cH:10][c:11]([CH:18]([CH3:19])[CH3:20])[c:12]([O:14][CH2:15][O:16][CH3:17])[cH:13]1. The reactants are CN1C(C2=CC=CC(=C2C=C1)[N+](=O)[O-])=O (2-Methyl-5-nitro-2H-isoquinolin-1-one), O.O.[Sn](Cl)Cl (tin dichloride dihydrate), O1CCCC1 (tetrahydrofuran). Product: NC1=C2C=CN(C(C2=CC=C1)=O)C (5-Amino-2-methyl-2H-isoquinolin-1-one). Reaction SMILES: [CH3:1][N:2]1[CH:11]=[CH:10][C:9]2[C:4](=[CH:5][CH:6]=[CH:7][C:8]=2[N+:12]([O-])=O)[C:3]1=[O:15].O.O.[Sn](Cl)Cl.O1CCCC1>>[NH2:12][C:8]1[CH:7]=[CH:6][CH:5]=[C:4]2[C:9]=1[CH:10]=[CH:11][N:2]([CH3:1])[C:3]2=[O:15] |f:1.2.3|. Reported procedure: 2-Methyl-5-nitro-2H-isoquinolin-1-one (0.69 g, 0.0032 mol) and tin dichloride dihydrate (2 g, 0.01 mol) were stirred in tetrahydrofuran (10 mL, 0.1 mol) at room temperature overnight. The mixture was purified via flash chromatography (40 g of silica gel, 50% EtOAc/Hexanes) to give a brown solid. MS m/z (M+H) 174.9. The reactants are Cl.BrC1=CC=C(COC=2C=C3CCC(CC3=CC2)CCN(C)C)C=C1 ((+)-6-(4-bromobenzyl)oxy-2-[2-(N,N-dimethylamino)ethyl]tetralin hydrochloride), C1(=CC=CC=C1)C (toluene), C(C)O (ethanol), C([O-])([O-])=O.[Na+].[Na+] (sodium carbonate), 4-Methoxybenzeneboric acid. The reagents and catalysts are [Pd].C1(=CC=CC=C1)P(C1=CC=CC=C1)C1=CC=CC=C1.C1(=CC=CC=C1)P(C1=CC=CC=C1)C1=CC=CC=C1.C1(=CC=CC=C1)P(C1=CC=CC=C1)C1=CC=CC=C1.C1(=CC=CC=C1)P(C1=CC=CC=C1)C1=CC=CC=C1 (tetrakis(triphenylphosphine) palladium). Solvent: O (water). Run at time 10 minute. The product is Cl.CN(C)CCC1CC2=CC=C(C=C2CC1)OCC1=CC=C(C=C1)C1=CC=C(C=C1)OC ((+)-2-[2-(N,N-Dimethylamino)ethyl]-6-(4′-methoxybiphenyl-4-yl)methoxytetralin Hydrochloride). RXN SMILES: [ClH:1].Br[C:3]1[CH:25]=[CH:24][C:6]([CH2:7][O:8][C:9]2[CH:10]=[C:11]3[C:16](=[CH:17][CH:18]=2)[CH2:15][CH:14]([CH2:19][CH2:20][N:21]([CH3:23])[CH3:22])[CH2:13][CH2:12]3)=[CH:5][CH:4]=1.[C:26]1(C)[CH:31]=[CH:30][CH:29]=[CH:28][CH:27]=1.[CH2:33]([OH:35])C.C(=O)([O-])[O-].[Na+].[Na+]>O.[Pd].C1(P(C2C=CC=CC=2)C2C=CC=CC=2)C=CC=CC=1.C1(P(C2C=CC=CC=2)C2C=CC=CC=2)C=CC=CC=1.C1(P(C2C=CC=CC=2)C2C=CC=CC=2)C=CC=CC=1.C1(P(C2C=CC=CC=2)C2C=CC=CC=2)C=CC=CC=1>[ClH:1].[CH3:22][N:21]([CH2:20][CH2:19][CH:14]1[CH2:13][CH2:12][C:11]2[C:16](=[CH:17][CH:18]=[C:9]([O:8][CH2:7][C:6]3[CH:24]=[CH:25][C:3]([C:29]4[CH:30]=[CH:31][C:26]([O:35][CH3:33])=[CH:27][CH:28]=4)=[CH:4][CH:5]=3)[CH:10]=2)[CH2:15]1)[CH3:23] |f:0.1,4.5.6,8.9.10.11.12,13.14|. Reported procedure: A mixture of (+)-6-(4-bromobenzyl)oxy-2-[2-(N,N-dimethylamino)ethyl]tetralin hydrochloride (1 g), toluene (20 ml), ethanol (2.5 ml), and 2 M aqueous sodium carbonate (2.5 ml) was stirred at room temperature for 10 min. 4-Methoxybenzeneboric acid (465 mg) and tetrakis(triphenylphosphine) palladium (82 mg) were added and the reaction mixture was heated under reflux for 14 hr under argon. After cooling, the reaction mixture was diluted with water and extracted with ethyl acetate. The organic layer ... The reactants are FC(OC=1C(=C(C=CC1OC)C1=C2CCC(C2=CC=C1)=O)O)F (4-(3-(difluoromethoxy)-2-hydroxy-4-methoxyphenyl)-2,3-dihydro-1H-inden-1-one), C([O-])([O-])=O.[K+].[K+] (potassium carbonate), BrCC1(COC1)CO ((3-bromomethyl-oxetan-3-yl)-methanol). The solvent is C(C)#N (acetonitrile). Reaction conditions: temperature 80 celsius. Yields the product FC(OC=1C(=C(C=CC1OC)C1=C2CCC(C2=CC=C1)=O)OCC1(COC1)CO)F (4-[3-Difluoromethoxy-2-(3-hydroxymethyl-oxetan-3-ylmethoxy)-4-methoxy-phenyl]-indan-1-one). Yield: 19.0%. Reaction SMILES: [F:1][CH:2]([F:23])[O:3][C:4]1[C:5]([OH:22])=[C:6]([C:12]2[CH:20]=[CH:19][CH:18]=[C:17]3[C:13]=2[CH2:14][CH2:15][C:16]3=[O:21])[CH:7]=[CH:8][C:9]=1[O:10][CH3:11].C(=O)([O-])[O-].[K+].[K+].Br[CH2:31][C:32]1([CH2:36][OH:37])[CH2:35][O:34][CH2:33]1>C(#N)C>[F:1][CH:2]([F:23])[O:3][C:4]1[C:5]([O:22][CH2:31][C:32]2([CH2:36][OH:37])[CH2:35][O:34][CH2:33]2)=[C:6]([C:12]2[CH:20]=[CH:19][CH:18]=[C:17]3[C:13]=2[CH2:14][CH2:15][C:16]3=[O:21])[CH:7]=[CH:8][C:9]=1[O:10][CH3:11] |f:1.2.3|. Procedure: To a stirring solution of 4-(3-(difluoromethoxy)-2-hydroxy-4-methoxyphenyl)-2,3-dihydro-1H-inden-1-one (80 mg, 0.25 mmol) in acetonitrile (10 mL) was added potassium carbonate (102 mg, 0.75 mmol) and (3-bromomethyl-oxetan-3-yl)-methanol (68 mg, 0.375 mmol) and the resultant reaction mixture was heated to 80° C. for 16 h. The reaction mixture was cooled to RT, filtered through celite and the filtrate was concentrated under reduced pressure. The residue was purified by column chromatography (silic... Reactants: CC(C)=O, [Cl-], O=S1CCN(c2nc(N3CCNCC3)nc3c(SCCc4ccccc4)ncnc23)CC1, c1ccncc1, O=C(O)c1ccco1. The product is O=C(c1ccco1)N1CCN(c2nc(N3CCS(=O)CC3)c3ncnc(SCCc4ccccc4)c3n2)CC1. Reaction SMILES: [CH3:48][C:49](=[O:50])[CH3:51].[Cl-:33].[O:1]=[S:2]1[CH2:3][CH2:4][N:5]([c:8]2[c:9]3[c:10]([n:11][c:12]([N:14]4[CH2:15][CH2:16][NH:17][CH2:18][CH2:19]4)[n:13]2)[c:20]([S:24][CH2:25][CH2:26][c:27]2[cH:28][cH:29][cH:30][cH:31][cH:32]2)[n:21][cH:22][n:23]3)[CH2:6][CH2:7]1.[cH:42]1[cH:43][cH:44][n:45][cH:46][cH:47]1.[o:34]1[c:35]([C:39](=[O:40])[OH:41])[cH:36][cH:37][cH:38]1>>[O:1]=[S:2]1[CH2:3][CH2:4][N:5]([c:8]2[c:9]3[c:10]([n:11][c:12]([N:14]4[CH2:15][CH2:16][N:17]([C:39]([c:35]5[o:34][cH:38][cH:37][cH:36]5)=[O:40])[CH2:18][CH2:19]4)[n:13]2)[c:20]([S:24][CH2:25][CH2:26][c:27]2[cH:28][cH:29][cH:30][cH:31][cH:32]2)[n:21][cH:22][n:23]3)[CH2:6][CH2:7]1.